This data is from the Open Reaction Database (ORD), a public repository of structured organic reaction records. The task is: describe an organic reaction: reactants, conditions, products, and yield Solvent: CCOC(=O)C (EtOAc), O1CCOCC1 (1,4-dioxane). The reagents and catalysts are [Cu]I (CuI). Procedure: A mixture of (2-methyl-1H-pyrrolo[2,3-b]pyridin-3-yl)-acetic acid methyl ester (100 mg, 0.49 mmol), 1-chloro-4-iodo-benzene (117 mg, 0.49 mmol), CuI (5 mg, 0.03 mmol), cyclohexane-1,2-diamine (6 μL, 0.05 mmol), potassium phosphate (218 mg, 1.0 mmol) and 1,4-dioxane (0.5 mL) is heated at 160° C. for 140 minutes. The reaction is cooled, diluted with EtOAc, filtered through silica and evaporated to dryness. The residue is purified by flash column chromatography (5:1 iso-hexane/EtOAc elution) to fur... Starting materials: COC(CC1=C(NC2=NC=CC=C21)C)=O ((2-methyl-1H-pyrrolo[2,3-b]pyridin-3-yl)-acetic acid methyl ester), ClC1=CC=C(C=C1)I (1-chloro-4-iodo-benzene), C1(C(CCCC1)N)N (cyclohexane-1,2-diamine), P(=O)([O-])([O-])[O-].[K+].[K+].[K+] (potassium phosphate). As a reaction SMILES: [CH3:1][O:2][C:3](=[O:15])[CH2:4][C:5]1[C:13]2[C:8](=[N:9][CH:10]=[CH:11][CH:12]=2)[NH:7][C:6]=1[CH3:14].[Cl:16][C:17]1[CH:22]=[CH:21][C:20](I)=[CH:19][CH:18]=1.C1(N)CCCCC1N.P([O-])([O-])([O-])=O.[K+].[K+].[K+]>CCOC(C)=O.[Cu]I.O1CCOCC1>[CH3:1][O:2][C:3](=[O:15])[CH2:4][C:5]1[C:13]2[C:8](=[N:9][CH:10]=[CH:11][CH:12]=2)[N:7]([C:20]2[CH:21]=[CH:22][C:17]([Cl:16])=[CH:18][CH:19]=2)[C:6]=1[CH3:14] |f:3.4.5.6|. Product: COC(CC1=C(N(C2=NC=CC=C21)C2=CC=C(C=C2)Cl)C)=O ([1-(4-chloro-phenyl)-2-methyl-1H-pyrrolo[2,3-b]pyridin-3-yl]-acetic acid methyl ester). Run at temperature 160 celsius.